This data is from the Open Reaction Database (ORD), a public repository of structured organic reaction records. The task is: describe an organic reaction: reactants, conditions, products, and yield Reactants: C(=O)(O)C1CN(C2=CC=CC=C2C1)C(C1=CC=C(C=C1)NC(C1=CC(=CC(=C1)Cl)Cl)=O)=O (3-carboxy-1-[4-(3,5-dichlorobenzoylamino)benzoyl]-1,2,3,4-tetrahydroquinoline), S(=O)(Cl)Cl (thionyl chloride), O1CCCC1 (tetrahydrofuran). Conditions: time 30 minute. Yields the product C(C1=CC=CC=C1)OC(=O)NC1CN(C2=CC=CC=C2C1)C(C1=CC=C(C=C1)NC(C1=CC(=CC(=C1)Cl)Cl)=O)=O (3-benzyloxycarbonylamino-1-[4-(3,5-dichlorobenzoylamino)benzoyl)-1,2,3,4-tetrahydroquinoline). Reaction SMILES: C([CH:4]1[CH2:13][C:12]2[C:7](=[CH:8][CH:9]=[CH:10][CH:11]=2)[N:6]([C:14](=[O:32])[C:15]2[CH:20]=[CH:19][C:18]([NH:21][C:22](=[O:31])[C:23]3[CH:28]=[C:27]([Cl:29])[CH:26]=[C:25]([Cl:30])[CH:24]=3)=[CH:17][CH:16]=2)[CH2:5]1)(O)=O.S(Cl)(Cl)=O.[O:37]1[CH2:41][CH2:40][CH2:39][CH2:38]1>>[CH2:41]([O:37][C:22]([NH:21][CH:4]1[CH2:13][C:12]2[C:7](=[CH:8][CH:9]=[CH:10][CH:11]=2)[N:6]([C:14](=[O:32])[C:15]2[CH:20]=[CH:19][C:18]([NH:21][C:22](=[O:31])[C:23]3[CH:24]=[C:25]([Cl:30])[CH:26]=[C:27]([Cl:29])[CH:28]=3)=[CH:17][CH:16]=2)[CH2:5]1)=[O:31])[C:40]1[CH:13]=[CH:4][CH:5]=[CH:38][CH:39]=1. Reported procedure: To 3-carboxy-1-[4-(3,5-dichlorobenzoylamino)benzoyl]-1,2,3,4-tetrahydroquinoline (3.7 g) are added tetrahydrofuran (50 ml) and thionyl chloride (5 ml). The mixture is reacted at 60° C. for 1 hour. The reaction mixture is concentrated and to the residue is added acetone (20 ml). To the mixture is added dropwise a solution of sodium azide (1.0 g) in water (5 ml) under ice-cooling. The reaction mixture is stirred at the same temperature for 30 minutes and extracted with dichloromethane, dried over ... The reactants are C(C)(=O)OCC (ethyl acetate), C([O-])(O)=O.[Na+] (sodium bicarbonate), OC=1C(=CC=2CC(C3CCCCC3C2C1)C1=CC=C(C=C1)O)C(C)=O (1-[3-Hydroxy-9-(4-hydroxy-phenyl)-4b,5,6,7,8,8a,9,10-octahydro-phenanthren-2-yl]-ethanone), [BH4-].[Na+] (NaBH4). The solvent is C(C)O (ethanol), O (water). Yields the product OC(C)C1=CC=2CC(C3CCCCC3C2C=C1O)C1=CC=C(C=C1)O (2-(1-Hydroxy-ethyl)-9-(4-hydroxy-phenyl)-4b,5,6,7,8,8a,9,10-octahydro-phenanthren-3-ol). Isolated yield 103.4%. Reaction SMILES: [OH:1][C:2]1[C:3]([C:23](=[O:25])[CH3:24])=[CH:4][C:5]2[CH2:6][CH:7]([C:16]3[CH:21]=[CH:20][C:19]([OH:22])=[CH:18][CH:17]=3)[CH:8]3[CH:13]([C:14]=2[CH:15]=1)[CH2:12][CH2:11][CH2:10][CH2:9]3.[BH4-].[Na+].C(OCC)(=O)C.C(=O)(O)[O-].[Na+]>C(O)C.O>[OH:25][CH:23]([C:3]1[C:2]([OH:1])=[CH:15][C:14]2[CH:13]3[CH:8]([CH2:9][CH2:10][CH2:11][CH2:12]3)[CH:7]([C:16]3[CH:21]=[CH:20][C:19]([OH:22])=[CH:18][CH:17]=3)[CH2:6][C:5]=2[CH:4]=1)[CH3:24] |f:1.2,4.5|. Procedure: Combine 1-[3-Hydroxy-9-(4-hydroxy-phenyl)-4b,5,6,7,8,8a,9,10-octahydro-phenanthren-2-yl]-ethanone (0.013 g, 0.04 mmol) and NaBH4 (0.016 g, 0.42 mmol) in ethanol (1.5 ml) and heat at 60° C. for 30 minutes. Remove solvent in vacuo and take into ethyl acetate, water, and sodium bicarbonate solution solution. Separate organic layer and wash with water. Dry over anhydrous sodium sulfate and remove solvent in vacuo to yield the titled compound (0.014 g, 100%). 1H NMR (CD30D): 7.16 (d, J=7.9 Hz, 2H), 7... Starting materials: Cl (HCl), O (water), C(C)(=O)OCC (ethyl acetate), BrCCCCCCCCOC1=CC=C(C=C1)C1=CC=C(C(=O)O)C=C1 (4-[4-(8-bromooctyloxy)phenyl]benzoic acid). The solvent is CC1CNCC(O1)C (2,6-dimethylmorpholine). The product is Cl.C(C1=CC=CC=C1)(=O)O (benzoic acid hydrochloride). RXN SMILES: BrCCCCCCCCOC1C=CC([C:17]2[CH:25]=[CH:24][C:20]([C:21]([OH:23])=[O:22])=[CH:19][CH:18]=2)=CC=1.O.C(OCC)(=O)C.[ClH:33]>CC1OC(C)CNC1>[ClH:33].[C:21]([OH:23])(=[O:22])[C:20]1[CH:24]=[CH:25][CH:17]=[CH:18][CH:19]=1 |f:5.6|. Reported procedure: A suspension of 4-[4-(8-bromooctyloxy)phenyl]benzoic acid (1 g) in 2,6-dimethylmorpholine (3.06 ml) was refluxed for 30 minutes. The reaction mixture was added to mixture of water and ethyl acetate and adjusted to pH 2.0 with conc. HCl. The organic layer was taken and dried over magnesium sulfate. The magnesium sulfate was filtered off, and the filtrate was evaporated under reduced pressure to give 4-[4-[8-2,6-dimethylmorpholin-4-yl)octyloxy]phenyl]benzoic acid hydrochloride (0.95 g). Reactants: O=C(O)C(CCBr)(c1ccccc1)c1ccccc1, CN(C)C=O, ClC(Cl)Cl, O=S(Cl)Cl. The product is O=C(Cl)C(CCBr)(c1ccccc1)c1ccccc1. Reaction SMILES: [Br:1][CH2:2][CH2:3][C:4]([C:5](=[O:6])[OH:7])([c:8]1[cH:9][cH:10][cH:11][cH:12][cH:13]1)[c:14]1[cH:15][cH:16][cH:17][cH:18][cH:19]1.[CH3:24][N:25]([CH3:26])[CH:27]=[O:28].[CH:29]([Cl:30])([Cl:31])[Cl:32].[S:20]([Cl:21])([Cl:22])=[O:23]>>[Br:1][CH2:2][CH2:3][C:4]([C:5](=[O:6])[Cl:22])([c:8]1[cH:9][cH:10][cH:11][cH:12][cH:13]1)[c:14]1[cH:15][cH:16][cH:17][cH:18][cH:19]1. The reactants are N#Cc1ccc(F)cc1Br, CS(C)=O, CC1(C)CC(=O)c2c(C(F)(F)F)n[nH]c2C1, [H-], [Na+]. Product: CC1(C)CC(=O)c2c(C(F)(F)F)nn(-c3ccc(C#N)c(Br)c3)c2C1. RXN SMILES: [Br:19][c:20]1[c:21]([C:22]#[N:23])[cH:24][cH:25][c:26]([F:28])[cH:27]1.[CH3:29][S:30](=[O:31])[CH3:32].[CH3:3][C:4]1([CH3:18])[CH2:5][C:6](=[O:17])[c:7]2[c:8]([C:13]([F:14])([F:15])[F:16])[n:9][nH:10][c:11]2[CH2:12]1.[H-:1].[Na+:2]>>[CH3:3][C:4]1([CH3:18])[CH2:5][C:6](=[O:17])[c:7]2[c:8]([C:13]([F:14])([F:15])[F:16])[n:9][n:10](-[c:26]3[cH:25][cH:24][c:21]([C:22]#[N:23])[c:20]([Br:19])[cH:27]3)[c:11]2[CH2:12]1.